Dataset: the Open Reaction Database (ORD), a public repository of structured organic reaction records. Task: describe an organic reaction: reactants, conditions, products, and yield Reactants: O, O=[N+]([O-])O, O=C(O)CCCCCc1ccccc1. Product: O=C(O)CCCCCc1ccc([N+](=O)[O-])cc1. As a reaction SMILES: [OH2:19].[OH:15][N+:16]([O-:17])=[O:18].[c:1]1([CH2:7][CH2:8][CH2:9][CH2:10][CH2:11][C:12](=[O:13])[OH:14])[cH:2][cH:3][cH:4][cH:5][cH:6]1>>[c:1]1([CH2:7][CH2:8][CH2:9][CH2:10][CH2:11][C:12](=[O:13])[OH:14])[cH:2][cH:3][c:4]([N+:16](=[O:15])[O-:17])[cH:5][cH:6]1. The reactants are COCCO, O, Cc1ccc(C=CC(=O)c2ccccc2O)cc1, O=P(O)(O)O. Reaction SMILES: [CH3:24][O:25][CH2:26][CH2:27][OH:28].[OH2:29].[OH:1][c:2]1[c:3]([C:4]([CH:5]=[CH:6][c:7]2[cH:8][cH:9][c:10]([CH3:13])[cH:11][cH:12]2)=[O:14])[cH:15][cH:16][cH:17][cH:18]1.[P:19](=[O:20])([OH:21])([OH:22])[OH:23]>>[O:1]1[c:2]2[c:3]([cH:15][cH:16][cH:17][cH:18]2)[C:4](=[O:14])[CH2:5][CH:6]1[c:7]1[cH:8][cH:9][c:10]([CH3:13])[cH:11][cH:12]1. The product is Cc1ccc(C2CC(=O)c3ccccc3O2)cc1. The reactants are FC(S(=O)(=O)O[Si](C)(C)C)(F)F (trimethylsilyl trifluoromethanesulfonate), C(=O)(O)[O-].[Na+] (NaHCO3), C1(=CC=CC=C1)C(CC#CC)O (1-Phenylpent-3-yn-1-ol), [N+](=O)([O-])C1=CC=C(C=O)C=C1 (4-nitrobenzaldehyde). The solvent is C(Cl)Cl (methylene chloride), C(C)OCC (diethylether). Conditions: time 1 hour. Product: FC(S(=O)(=O)O/C(/C)=C\1/[C@@H](O[C@@H](C1)C1=CC=CC=C1)C1=CC=C(C=C1)[N+](=O)[O-])(F)F ((E)-1-(cis-2-(4-nitrophenyl)-5-phenyl-dihydrofuran-3(2H)-ylidene)-ethyl trifluoromethanesulfonate). Yield: 22.6%. As a reaction SMILES: [C:1]1([CH:7](O)[CH2:8][C:9]#[C:10][CH3:11])[CH:6]=[CH:5][CH:4]=[CH:3][CH:2]=1.[N+:13]([C:16]1[CH:23]=[CH:22][C:19]([CH:20]=[O:21])=[CH:18][CH:17]=1)([O-:15])=[O:14].[F:24][C:25]([F:35])([F:34])[S:26]([O:29][Si](C)(C)C)(=[O:28])=[O:27].C([O-])(O)=O.[Na+]>C(Cl)Cl.C(OCC)C>[F:24][C:25]([F:35])([F:34])[S:26]([O:29]/[C:10](=[C:9]1/[C@H:20]([C:19]2[CH:18]=[CH:17][C:16]([N+:13]([O-:15])=[O:14])=[CH:23][CH:22]=2)[O:21][C@H:7]([C:1]2[CH:6]=[CH:5][CH:4]=[CH:3][CH:2]=2)[CH2:8]/1)/[CH3:11])(=[O:28])=[O:27] |f:3.4|. Reported procedure: 1-Phenylpent-3-yn-1-ol (50 mg, 0.31 mmol) and 4-nitrobenzaldehyde (0.057 mg, 0.37 mmol) were dissolved in methylene chloride (3.0 mL). After the temperature was lowered to −78° C., trimethylsilyl trifluoromethanesulfonate (TMSOTf) (170 mL, 0.93 mmol) was added, and the solution was stirred for one hour at the same temperature. The temperature was slowly elevated to room temperature for about 3 hours, and the solution was further stirred for another one hour at room temperature. The solution was ...